This data is from the Open Reaction Database (ORD), a public repository of structured organic reaction records. The task is: describe an organic reaction: reactants, conditions, products, and yield The reactants are CI, CNc1nc(C)nc(N2CCCC(C)C2)n1, C1COCCO1. Yields the product CNc1nc(N2CCCC(C)C2)nc(C)[n+]1C, [I-]. As a reaction SMILES: [CH3:17][I:18].[CH3:1][c:2]1[n:3][c:4]([NH:15][CH3:16])[n:5][c:6]([N:8]2[CH2:9][CH:10]([CH3:14])[CH2:11][CH2:12][CH2:13]2)[n:7]1.[O:19]1[CH2:20][CH2:21][O:22][CH2:23][CH2:24]1>>[CH3:1][c:2]1[n+:3]([CH3:17])[c:4]([NH:15][CH3:16])[n:5][c:6]([N:8]2[CH2:9][CH:10]([CH3:14])[CH2:11][CH2:12][CH2:13]2)[n:7]1.[I-:18]. Starting materials: CC(=O)CC(C)C, Cc1c(Cl)cc(C(=O)C=CC(=O)O)cc1Cl, Cl, O. The product is Cc1c(Cl)cc(C(=O)CC(Cl)C(=O)O)cc1Cl. RXN SMILES: [CH2:18]([C:19]([CH3:20])=[O:21])[CH:22]([CH3:23])[CH3:24].[Cl:1][c:2]1[cH:3][c:4]([C:10]([CH:11]=[CH:12][C:13](=[O:14])[OH:15])=[O:16])[cH:5][c:6]([Cl:9])[c:7]1[CH3:8].[ClH:17].[OH2:25]>>[Cl:1][c:2]1[cH:3][c:4]([C:10]([CH2:11][CH:12]([C:13](=[O:14])[OH:15])[Cl:17])=[O:16])[cH:5][c:6]([Cl:9])[c:7]1[CH3:8]. The product is CCCCc1ncc(C=O)n1Cc1ccccc1Cl. As a reaction SMILES: [CH2:1]([CH2:2][CH2:3][CH3:4])[c:5]1[n:6]([CH2:12][c:13]2[c:14]([Cl:19])[cH:15][cH:16][cH:17][cH:18]2)[c:7]([CH2:10][OH:11])[cH:8][n:9]1.[CH2:20]([Cl:21])[Cl:22]>>[CH2:1]([CH2:2][CH2:3][CH3:4])[c:5]1[n:6]([CH2:12][c:13]2[c:14]([Cl:19])[cH:15][cH:16][cH:17][cH:18]2)[c:7]([CH:10]=[O:11])[cH:8][n:9]1. The reactants are CCCCc1ncc(CO)n1Cc1ccccc1Cl, ClCCl.